The task is: describe an organic reaction: reactants, conditions, products, and yield. This data is from the Open Reaction Database (ORD), a public repository of structured organic reaction records. The reactants are Cl (hydrogen chloride), O.NN (hydrazine hydrate), C(C1=CC=CC=C1)N(CCCCN1C(C=2C(C1=O)=CC=CC2)=O)CCOC2=C(C=CC=C2)OC (N-[4-{benzyl[2-(2-methoxyphenoxy)ethyl]amino}butyl]phthalimide). The solvent is CCOCC (ether), C(C)O (ethanol), C(C)O (ethanol). The product is C(C1=CC=CC=C1)N(CCCCN)CCOC1=C(C=CC=C1)OC (N-benzyl-N-[2-(2-methoxyphenoxy)ethyl]-1,4-butanediamine). Reaction SMILES: O.NN.[CH2:4]([N:11]([CH2:27][CH2:28][O:29][C:30]1[CH:35]=[CH:34][CH:33]=[CH:32][C:31]=1[O:36][CH3:37])[CH2:12][CH2:13][CH2:14][CH2:15][N:16]1C(=O)C2=CC=CC=C2C1=O)[C:5]1[CH:10]=[CH:9][CH:8]=[CH:7][CH:6]=1.Cl>C(O)C.CCOCC>[CH2:4]([N:11]([CH2:27][CH2:28][O:29][C:30]1[CH:35]=[CH:34][CH:33]=[CH:32][C:31]=1[O:36][CH3:37])[CH2:12][CH2:13][CH2:14][CH2:15][NH2:16])[C:5]1[CH:6]=[CH:7][CH:8]=[CH:9][CH:10]=1 |f:0.1|. Procedure details: A solution of hydrazine hydrate solution (0.83 ml, 0.017 mole) in ethanol (20 ml) is added to a solution of N-[4-{benzyl[2-(2-methoxyphenoxy)ethyl]amino}butyl]phthalimide (7.2 g, 0.016 mole) in ethanol (70 ml), the solution is stirred and heated to reflux for 3 hours. After cooling to ambient temperature, the solvent is evaporated at reduced pressure and the residual oil is treated with 1 N hydrochloric acid (40 ml). The precipitate formed is removed by filtration, washed in water, and the filtr... Starting materials: [BH4-], CN(C)C=O, CC(C)(C)C(=O)C(=Cc1ccc(Cl)cc1)n1cncn1, ClCCCl, Cl, Cl, CC(C)CC(N)C(O)(c1ccccc1)c1ccccc1, [Na+]. Product: CC(C)(C)C(O)C(=Cc1ccc(Cl)cc1)n1cncn1. As a reaction SMILES: [BH4-:22].[CH3:49][N:50]([CH3:51])[CH:52]=[O:53].[Cl:24][c:25]1[cH:26][cH:27][c:28]([CH:31]=[C:32]([C:33]([C:34]([CH3:35])([CH3:36])[CH3:37])=[O:38])[n:39]2[n:40][cH:41][n:42][cH:43]2)[cH:29][cH:30]1.[Cl:45][CH2:46][CH2:47][Cl:48].[ClH:1].[ClH:44].[NH2:2][CH:3]([CH2:4][CH:5]([CH3:6])[CH3:7])[C:8]([c:9]1[cH:10][cH:11][cH:12][cH:13][cH:14]1)([c:15]1[cH:16][cH:17][cH:18][cH:19][cH:20]1)[OH:21].[Na+:23]>>[Cl:24][c:25]1[cH:26][cH:27][c:28]([CH:31]=[C:32]([CH:33]([C:34]([CH3:35])([CH3:36])[CH3:37])[OH:38])[n:39]2[n:40][cH:41][n:42][cH:43]2)[cH:29][cH:30]1. Starting materials: CCc1cccc(Cc2ccccc2)c1, [K+], O=[Mn](=O)(=O)[O-], [Na+], O, O=S([O-])O, O=S(=O)(O)O. The product is CCc1cccc(C(=O)c2ccccc2)c1. As a reaction SMILES: [CH2:1]([CH3:2])[c:3]1[cH:4][c:5]([CH2:9][c:10]2[cH:11][cH:12][cH:13][cH:14][cH:15]2)[cH:6][cH:7][cH:8]1.[K+:21].[Mn:16](=[O:17])([O-:18])(=[O:19])=[O:20].[Na+:27].[OH2:32].[OH:28][S:29](=[O:30])[O-:31].[S:22](=[O:23])(=[O:24])([OH:25])[OH:26]>>[CH2:1]([CH3:2])[c:3]1[cH:4][c:5]([C:9]([c:10]2[cH:11][cH:12][cH:13][cH:14][cH:15]2)=[O:17])[cH:6][cH:7][cH:8]1. The reactants are COc1cccnc1C(O)c1ccc([N+](=O)[O-])cc1, CCO. Product: COc1cccnc1C(O)c1ccc(N)cc1. As a reaction SMILES: [CH3:1][O:2][c:3]1[c:4]([CH:9]([OH:10])[c:11]2[cH:12][cH:13][c:14]([N+:17]([O-:18])=[O:19])[cH:15][cH:16]2)[n:5][cH:6][cH:7][cH:8]1.[CH3:20][CH2:21][OH:22]>>[CH3:1][O:2][c:3]1[c:4]([CH:9]([OH:10])[c:11]2[cH:12][cH:13][c:14]([NH2:17])[cH:15][cH:16]2)[n:5][cH:6][cH:7][cH:8]1.